Task: describe an organic reaction: reactants, conditions, products, and yield. Dataset: the Open Reaction Database (ORD), a public repository of structured organic reaction records The reactants are ClC1=CC=C(C=2C=COC21)C (7-chloro-4-methyl-benzofuran), BrN1C(CCC1=O)=O (N-bromosuccinimide). Reagents/catalysts: C(C1=CC=CC=C1)(=O)OOC(C1=CC=CC=C1)=O (benzoyl peroxide). The solvent is C(Cl)(Cl)(Cl)Cl (carbon tetrachloride). The product is BrCC1=CC=C(C2=C1C=CO2)Cl (4-Bromomethyl-7-chloro-benzofuran). Isolated yield 51.6%. RXN SMILES: [Cl:1][C:2]1[C:10]2[O:9][CH:8]=[CH:7][C:6]=2[C:5]([CH3:11])=[CH:4][CH:3]=1.[Br:12]N1C(=O)CCC1=O>C(OOC(=O)C1C=CC=CC=1)(=O)C1C=CC=CC=1.C(Cl)(Cl)(Cl)Cl>[Br:12][CH2:11][C:5]1[C:6]2[CH:7]=[CH:8][O:9][C:10]=2[C:2]([Cl:1])=[CH:3][CH:4]=1. Procedure: A mixture of 7-chloro-4-methyl-benzofuran (CAS-number 79444-976; 51.9 g), N-bromosuccinimide (61.4 g), benzoyl peroxide (0.52 g) and carbon tetrachloride (1200 ml) was heated under reflux under the illumination of an 80 W flood lamp for 20 h. The mixture was cooled, and filtered and the filtrate evaporated to dryness. The residue was absorbed onto silica and purified by chromatography on silica using ethyl acetate and hexane (1:20) to give the title compound (39.50 g) as a yellow solid. As a reaction SMILES: [OH:1][C:2]([CH:5]1[CH2:10][CH2:9][CH:8]([CH2:11][NH:12][C:13](=[O:33])[C:14]2[CH:19]=[CH:18][CH:17]=[N:16][C:15]=2[O:20][C:21]2[CH:26]=[CH:25][CH:24]=[C:23]([C:27]3([CH3:32])OCC[O:28]3)[CH:22]=2)[CH2:7][CH2:6]1)([CH3:4])[CH3:3]>C(O)(=O)C.C(OCC)(=O)C>[C:27]([C:23]1[CH:22]=[C:21]([CH:26]=[CH:25][CH:24]=1)[O:20][C:15]1[N:16]=[CH:17][CH:18]=[CH:19][C:14]=1[C:13]([NH:12][CH2:11][CH:8]1[CH2:7][CH2:6][CH:5]([C:2]([OH:1])([CH3:4])[CH3:3])[CH2:10][CH2:9]1)=[O:33])(=[O:28])[CH3:32]. The product is C(C)(=O)C=1C=C(OC2=C(C(=O)NCC3CCC(CC3)C(C)(C)O)C=CC=N2)C=CC1 (2-(3-Acetyl-phenoxy)-N-[4-(1-hydroxy-1-methyl-ethyl)-cyclohexylmethyl]-nicotinamide). Reported procedure: A solution of N-[4-(1-Hydroxy-1-methyl-ethyl)-cyclohexylmethyl]-2-[3-(2-methyl-[1,3]dioxolan-2-yl)-phenoxy]-nicotinamide (0.400 grams, 0.88 mmole) in acetic acid (10 ml) was stirred for 3 hours at room temperature. The mixture was diluted with 250 ml ethyl acetate, washed with 1 N NaOH, water and brine, dried over MgSO4, filtered and concentrated to an oil which was purified by chromatography on silica eluting with 40% ethyl acetate/hexane. Recrystalization gave a solid. (0.055 g). M.P. 105-107°... The reactants are OC(C)(C)C1CCC(CC1)CNC(C1=C(N=CC=C1)OC1=CC(=CC=C1)C1(OCCO1)C)=O (N-[4-(1-Hydroxy-1-methyl-ethyl)-cyclohexylmethyl]-2-[3-(2-methyl-[1,3]dioxolan-2-yl)-phenoxy]-nicotinamide). Run in C(C)(=O)O (acetic acid), C(C)(=O)OCC (ethyl acetate).